Dataset: the Open Reaction Database (ORD), a public repository of structured organic reaction records. Task: describe an organic reaction: reactants, conditions, products, and yield Reactants: CN(/C(=N/C(C=C(C)C)=O)/SC)C ((Z)-methyl N,N-dimethyl-N′-(3-methylbut-2-enoyl)carbamimidothioate), CNN (methylhydrazine). Run in C(C)(=O)OCC (ethyl acetate). Conditions: temperature 100 celsius. Yields the product CN(C1=NN(C(=N1)C=C(C)C)C)C (dimethyl-[1-methyl-5-(2-methyl-propenyl)-1H-[1,2,4]triazol-3-yl]-amine). The yield is 38.1%. Reaction SMILES: [CH3:1][N:2]([CH3:13])/[C:3](/SC)=[N:4]/[C:5](=O)[CH:6]=[C:7]([CH3:9])[CH3:8].[CH3:14][NH:15][NH2:16]>C(OCC)(=O)C>[CH3:1][N:2]([CH3:13])[C:3]1[N:4]=[C:5]([CH:6]=[C:7]([CH3:9])[CH3:8])[N:15]([CH3:14])[N:16]=1. Procedure details: A mixture of (Z)-methyl N,N-dimethyl-N′-(3-methylbut-2-enoyl)carbamimidothioate (2.41 g, 12.0 mmol, Eq: 1.00) and methylhydrazine (5.54 g, 6.34 ml, 120 mmol, Eq: 10) was heated to 100° C. for 30 minutes. The mixture was dissolved in ethyl acetate and washed with water 3 times and once with brine. The organic layer was separated, dried over magnesium sulfate, filtrated and evaporated affording dimethyl-[1-methyl-5-(2-methyl-propenyl)-1H-[1,2,4]triazol-3-yl]-amine (824 mg/38.0%) as a yellow liquid... Reactants: CC(=O)OC(C)=O, CN(C)c1ccncc1, C1CCOC1, NS(=O)(=O)c1ccccc1NC(=O)c1ccc(C#Cc2ccccc2)cc1. Product: CC(=O)NS(=O)(=O)c1ccccc1NC(=O)c1ccc(C#Cc2ccccc2)cc1. RXN SMILES: [CH3:1][C:2]([O:3][C:5]([CH3:6])=[O:7])=[O:4].[CH3:35][N:36]([CH3:37])[c:38]1[cH:39][cH:40][n:41][cH:42][cH:43]1.[O:44]1[CH2:45][CH2:46][CH2:47][CH2:48]1.[c:8]1([C:14]#[C:15][c:16]2[cH:17][cH:18][c:19]([C:20](=[O:21])[NH:22][c:23]3[c:24]([S:29]([NH2:30])(=[O:31])=[O:32])[cH:25][cH:26][cH:27][cH:28]3)[cH:33][cH:34]2)[cH:9][cH:10][cH:11][cH:12][cH:13]1>>[C:5]([CH3:6])(=[O:7])[NH:30][S:29]([c:24]1[c:23]([NH:22][C:20]([c:19]2[cH:18][cH:17][c:16]([C:15]#[C:14][c:8]3[cH:9][cH:10][cH:11][cH:12][cH:13]3)[cH:34][cH:33]2)=[O:21])[cH:28][cH:27][cH:26][cH:25]1)(=[O:31])=[O:32]. The product is C(C)OC(=O)C1(CC1)[C@@H]1[C@H](C(N(C1)[C@@H](C)C1=CC=CC=C1)=S)C ((3R,4S)-4-(1-Ethoxycarbonylcyclopropyl)-3-methyl-1[-(S)-1-phenylethyl]-2-pyrrolidinethione). Reported procedure: (3R,4S)-4-(1-Ethoxycarbonylcyclopropyl)-3-methyl-1-[(S)-1-phenylethyl]-2-pyrrolidone (1.85 g, 5.87 mmol) was dissolved in benzene (100 ml), and the solution was mixed with Lawesson's reagent (1.31 g, 3.24 mmol) and heated under reflux for 20 minutes. After completing the reaction, the solvent was evaporated and the resulting residue was purified by silica gel column chromatography (silica gel, 160 ml; ethyl acetate:hexane=1:4), to thereby obtain 1.80 g (92%) of the title compound. Isolated yield 167.6%. The reactants are C(C)OC(=O)C1(CC1)[C@@H]1[C@H](C(N(C1)[C@@H](C)C1=CC=CC=C1)=O)C ((3R,4S)-4-(1-Ethoxycarbonylcyclopropyl)-3-methyl-1-[(S)-1-phenylethyl]-2-pyrrolidone), COC=1C=CC(=CC1)P2(=S)SP(=S)(S2)C=3C=CC(=CC3)OC (Lawesson's reagent). As a reaction SMILES: [CH2:1]([O:3][C:4]([C:6]1([C@H:9]2[CH2:13][N:12]([C@H:14]([C:16]3[CH:21]=[CH:20][CH:19]=[CH:18][CH:17]=3)[CH3:15])[C:11](=O)[C@@H:10]2[CH3:23])[CH2:8][CH2:7]1)=[O:5])[CH3:2].COC1C=CC(P2(SP(C3C=CC(OC)=CC=3)(=S)S2)=[S:33])=CC=1>C1C=CC=CC=1>[CH2:1]([O:3][C:4]([C:6]1([C@H:9]2[CH2:13][N:12]([C@H:14]([C:16]3[CH:21]=[CH:20][CH:19]=[CH:18][CH:17]=3)[CH3:15])[C:11](=[S:33])[C@@H:10]2[CH3:23])[CH2:8][CH2:7]1)=[O:5])[CH3:2]. The solvent is C1=CC=CC=C1 (benzene). Starting materials: OC1=C(C=CC=C1)CCNS(=O)(=O)C (N-[2-(2-hydroxy-phenyl)-ethyl]-methanesulfonamide), N[C@@H](CC1=CC=C2C=CC=CC2=C1)C(=O)O (Nal), C(=O)([O-])[O-].[K+].[K+] (K2CO3), BrCC(=O)OCC (ethyl bromoacetate). Solvent: CN(C)C=O (DMF), O (water). Reaction conditions: time 24 hour. The product is C(C)OC(COC1=C(C=CC=C1)CCNS(=O)(=O)C)=O ([2-(2-Methanesulfonylamino-ethyl)-phenoxy]-acetic acid ethyl ester). Yield: 13.3%. As a reaction SMILES: [OH:1][C:2]1[CH:7]=[CH:6][CH:5]=[CH:4][C:3]=1[CH2:8][CH2:9][NH:10][S:11]([CH3:14])(=[O:13])=[O:12].N[C@H](C(O)=O)CC1C=C2C(C=CC=C2)=CC=1.C([O-])([O-])=O.[K+].[K+].Br[CH2:38][C:39]([O:41][CH2:42][CH3:43])=[O:40]>O.CN(C=O)C>[CH2:42]([O:41][C:39](=[O:40])[CH2:38][O:1][C:2]1[CH:7]=[CH:6][CH:5]=[CH:4][C:3]=1[CH2:8][CH2:9][NH:10][S:11]([CH3:14])(=[O:13])=[O:12])[CH3:43] |f:2.3.4|. Procedure: A mixture of N-[2-(2-hydroxy-phenyl)-ethyl]-methanesulfonamide (4.3 g, 20 mmol), Nal (1.2 g, 8.0 mmol), K2CO3 (6.07 g, 44 mmol), ethyl bromoacetate (3.34 g, 20 mmol), and DMF (70 mL) was stirred at room temperature for 24 h. The reaction was poured into water and the aqueous solution was extracted with CH2Cl2. The organic solution was washed with water (1×) followed by brine (1×). The organic solution was dried (MgSO4), filtered, and concentrated. Flash chromatography (hexanes to 7:3 hexanes:EtO... Reactants: ClC1=C(C(=O)NCC23CC4CC(CC(C2)C4)C3)C=C(C=C1)NCCCl (2-chloro-5-(2-chloroethyl)amino-N-(tricyclo[3.3.1.13,7]dec-1-ylmethyl)-benzamide), C(C)(C)(C)OC(NCCN)=O ((2-amino-ethyl)-carbamic acid tert butyl ester). Product: ClC1=C(C=C(C=C1)NCCNCCNC(OC(C)(C)C)=O)C(NCC12CC3CC(CC(C1)C3)C2)=O ([2-[2-[4-chloro-3-(tricyclo[3.3.1.13,7]dec-1-ylmethylcarbamoyl)-phenylamino]-ethylamino]ethyl]-carbamic acid, 1,1-dimethylethyl ester). Isolated yield 94.4%. As a reaction SMILES: [Cl:1][C:2]1[CH:21]=[CH:20][C:19]([NH:22][CH2:23][CH2:24]Cl)=[CH:18][C:3]=1[C:4]([NH:6][CH2:7][C:8]12[CH2:17][CH:12]3[CH2:13][CH:14]([CH2:16][CH:10]([CH2:11]3)[CH2:9]1)[CH2:15]2)=[O:5].[C:26]([O:30][C:31](=[O:36])[NH:32][CH2:33][CH2:34][NH2:35])([CH3:29])([CH3:28])[CH3:27]>>[Cl:1][C:2]1[CH:21]=[CH:20][C:19]([NH:22][CH2:23][CH2:24][NH:35][CH2:34][CH2:33][NH:32][C:31](=[O:36])[O:30][C:26]([CH3:28])([CH3:27])[CH3:29])=[CH:18][C:3]=1[C:4](=[O:5])[NH:6][CH2:7][C:8]12[CH2:15][CH:14]3[CH2:16][CH:10]([CH2:11][CH:12]([CH2:13]3)[CH2:17]1)[CH2:9]2. Reported procedure: Prepared according to the method of Example 4 using 2-chloro-5-(2-chloroethyl)amino-N-(tricyclo[3.3.1.13,7]dec-1-ylmethyl)-benzamide (WO 99/29661) (0.2 g) and (2-amino-ethyl)-carbamic acid tert butyl ester (0.25 g) to deliver the sub-title compound as a brown oil (0.25 g).